This data is from the Open Reaction Database (ORD), a public repository of structured organic reaction records. The task is: describe an organic reaction: reactants, conditions, products, and yield The reactants are Fc1ccc(C2=NCCC2)c(Br)c1, CC(=O)O, CO, [Na+], [OH-], O. Yields the product Fc1ccc(C2CCCN2)c(Br)c1. As a reaction SMILES: [Br:1][c:2]1[c:3]([C:9]2=[N:13][CH2:12][CH2:11][CH2:10]2)[cH:4][cH:5][c:6]([F:8])[cH:7]1.[C:17]([OH:18])(=[O:19])[CH3:20].[CH3:21][OH:22].[Na+:16].[OH-:15].[OH2:14]>>[Br:1][c:2]1[c:3]([CH:9]2[CH2:10][CH2:11][CH2:12][NH:13]2)[cH:4][cH:5][c:6]([F:8])[cH:7]1.